This data is from the Open Reaction Database (ORD), a public repository of structured organic reaction records. The task is: describe an organic reaction: reactants, conditions, products, and yield Reactants: CC(=O)O[BH-](OC(C)=O)OC(C)=O, O=C(CF)C1CCN(Cc2ccccc2)C1=O, CC(Cl)Cl, NCc1ccccc1, [Na+]. Yields the product O=C1C(C(CF)NCc2ccccc2)CCN1Cc1ccccc1. As a reaction SMILES: [C:26]([O:27][BH-:28]([O:29][C:30](=[O:31])[CH3:32])[O:33][C:34](=[O:35])[CH3:36])(=[O:37])[CH3:38].[CH2:9]([c:10]1[cH:11][cH:12][cH:13][cH:14][cH:15]1)[N:16]1[C:17](=[O:25])[CH:18]([C:21]([CH2:22][F:23])=[O:24])[CH2:19][CH2:20]1.[Cl:40][CH:41]([Cl:42])[CH3:43].[NH2:1][CH2:2][c:3]1[cH:4][cH:5][cH:6][cH:7][cH:8]1.[Na+:39]>>[NH:1]([CH2:2][c:3]1[cH:4][cH:5][cH:6][cH:7][cH:8]1)[CH:21]([CH:18]1[C:17](=[O:25])[N:16]([CH2:9][c:10]2[cH:11][cH:12][cH:13][cH:14][cH:15]2)[CH2:20][CH2:19]1)[CH2:22][F:23]. Reactants: Cl.N1C(CCCC1)CCC(=O)O (3-(Piperidin-2-yl)-propionic acid hydrochloride), N1=C(C=CC=C1)CCC(=O)O (3-(2-pyridyl)-propionic acid), P(Cl)(Cl)Cl (phosphorus trichloride), C (charcoal), P(O)(O)O (phosphorous acid), [Na] (monosodium). The reagents and catalysts are [Pt]=O (platinum oxide). Solvent: O (water), Cl (hydrochloric acid), O (water). Product: OC(CCC1NCCCC1)(P(O)(=O)O)P(O)(=O)O (1-Hydroxy-3-(piperidin-2-yl)-propane-1,1-diphosphonic acid). As a reaction SMILES: Cl.[NH:2]1[CH2:7][CH2:6][CH2:5][CH2:4][CH:3]1[CH2:8][CH2:9][C:10]([OH:12])=O.N1C=CC=CC=1CCC(O)=O.[P:24]([OH:27])([OH:26])[OH:25].P(Cl)(Cl)Cl.C.[Na]>Cl.[Pt]=O.O>[OH:12][C:10]([P:24]([OH:27])(=[O:25])[OH:26])([P:24]([OH:27])(=[O:26])[OH:25])[CH2:9][CH2:8][CH:3]1[CH2:4][CH2:5][CH2:6][CH2:7][NH:2]1 |f:0.1,^1:32|. Reported procedure: 1.5 g. 3-(Piperidin-2-yl)-propionic acid hydrochloride (m.p.: 193°-195° C., prepared by hydrogenation of 3-(2-pyridyl)-propionic acid in hydrochloric acid medium in the presence of platinum oxide) and 1.3 g. phosphorous acid are melted together at 80° C. After allowing to cool, 1.4 ml. phosphorus trichloride is added dropwise and further heated for 20 hours to 90° C. After cooling, 20 ml. water are carefully added thereto and heated under reflux for 7 hours. The cooled solution is treated with c... Run at temperature 100 celsius, time 5 hour. Solvent: O (Water). Isolated yield 39.4%. Reagents/catalysts: C=1C=CC(=CC1)[P](C=2C=CC=CC2)(C=3C=CC=CC3)[Pd]([P](C=4C=CC=CC4)(C=5C=CC=CC5)C=6C=CC=CC6)([P](C=7C=CC=CC7)(C=8C=CC=CC8)C=9C=CC=CC9)[P](C=1C=CC=CC1)(C=1C=CC=CC1)C=1C=CC=CC1 (tetrakis(triphenylphosphine)palladium). The reactants are C(C)C(CC)(C1=CC(=C(C=C1)B1OC(C(O1)(C)C)(C)C)C)C1=CC(=C(C=C1)/C=C/C(C(F)(F)F)(O)C(F)(F)F)C ((E)-4-(4-{1-ethyl-1-[3-methyl-4-(4,4,5,5-tetramethyl-[1,3,2]dioxaborolan-2-yl)-phenyl]-propyl}-2-methyl-phenyl)-1,1,1-trifluoro-2-trifluoromethyl-3-buten-2-ol), C(C)OC(CC=1N=C(SC1)Br)=O ((2-bromo-thiazol-4-yl)-acetic Acid Ethyl Ester), P(=O)([O-])([O-])[O-].[K+].[K+].[K+] (potassium phosphate). As a reaction SMILES: [CH2:1]([C:3]([C:22]1[CH:27]=[CH:26][C:25](/[CH:28]=[CH:29]/[C:30]([C:36]([F:39])([F:38])[F:37])([OH:35])[C:31]([F:34])([F:33])[F:32])=[C:24]([CH3:40])[CH:23]=1)([C:6]1[CH:11]=[CH:10][C:9](B2OC(C)(C)C(C)(C)O2)=[C:8]([CH3:21])[CH:7]=1)[CH2:4][CH3:5])[CH3:2].[CH2:41]([O:43][C:44](=[O:52])[CH2:45][C:46]1[N:47]=[C:48](Br)[S:49][CH:50]=1)[CH3:42].P([O-])([O-])([O-])=O.[K+].[K+].[K+]>C1C=CC([P]([Pd]([P](C2C=CC=CC=2)(C2C=CC=CC=2)C2C=CC=CC=2)([P](C2C=CC=CC=2)(C2C=CC=CC=2)C2C=CC=CC=2)[P](C2C=CC=CC=2)(C2C=CC=CC=2)C2C=CC=CC=2)(C2C=CC=CC=2)C2C=CC=CC=2)=CC=1.O>[CH2:41]([O:43][C:44](=[O:52])[CH2:45][C:46]1[N:47]=[C:48]([C:9]2[CH:10]=[CH:11][C:6]([C:3]([CH2:4][CH3:5])([C:22]3[CH:27]=[CH:26][C:25](/[CH:28]=[CH:29]/[C:30]([OH:35])([C:36]([F:38])([F:39])[F:37])[C:31]([F:34])([F:33])[F:32])=[C:24]([CH3:40])[CH:23]=3)[CH2:1][CH3:2])=[CH:7][C:8]=2[CH3:21])[S:49][CH:50]=1)[CH3:42] |f:2.3.4.5,^1:64,66,85,104|. The product is C(C)OC(CC=1N=C(SC1)C1=C(C=C(C=C1)C(CC)(C1=CC(=C(C=C1)\C=C\C(C(F)(F)F)(C(F)(F)F)O)C)CC)C)=O ([2-(4-{1-ethyl-1-[3-methyl-4-((E)-4,4,4-trifluoro-3-hydroxy-3-trifluoromethyl-1-butenyl)-phenyl]-propyl}-2-methyl-phenyl)-thiazol-4-yl]-acetic Acid Ethyl Ester). Procedure details: Degassed N,N-dimethylformamide (0.25 mL) was added to (E)-4-(4-{1-ethyl-1-[3-methyl-4-(4,4,5,5-tetramethyl-[1,3,2]dioxaborolan-2-yl)-phenyl]-propyl}-2-methyl-phenyl)-1,1,1-trifluoro-2-trifluoromethyl-3-buten-2-ol (Example 26-(5); 22.9 mg, 0.0401 mmol), (2-bromo-thiazol-4-yl)-acetic acid ethyl ester (Example 42; 17.8 mg, 0.071 mmol), tetrakis(triphenylphosphine)palladium (0) (5.9 mg, 0.0051 mmol) and potassium phosphate (19.2 mg, 0.0904 mmol). After replacement with nitrogen, the mixture was heat...